This data is from the Open Reaction Database (ORD), a public repository of structured organic reaction records. The task is: describe an organic reaction: reactants, conditions, products, and yield The reactants are C(C1=CC=CC=C1)N(C1(COCC1)CNC1=CC(=NC2=CC=C(C=C12)C)N1CCS(C2=C(C1)C=CC=C2)(=O)=O)CC2=CC=CC=C2 (N-{[3-(Dibenzylamino)tetrahydrofuran-3-yl]methyl}-2-(1,1-dioxido-2,3-dihydro-1,4-benzothiazepin-4(5H)-yl)-6-methylquinolin-4-amine), NCC1(COC1)N(CC1=CC=CC=C1)CC1=CC=CC=C1 (3-(aminomethyl)-N,N-dibenzyloxetan-3-amine). The product is NC1(COC1)CNC1=CC(=NC2=CC=NC=C12)N1CCS(C2=C(C1)C=CC=C2)(=O)=O (N-[(3-Aminooxetan-3-yl)methyl]-2-(1,1-dioxido-2,3-dihydro-1,4-benzothiazepin-4(5H)-yl)-1,6-naphthyridin-4-amine). As a reaction SMILES: C([N:8](CC1C=CC=CC=1)[C:9]1([CH2:14][NH:15][C:16]2[C:25]3[C:20](=[CH:21][CH:22]=C(C)[CH:24]=3)[N:19]=[C:18]([N:27]3[CH2:33][C:32]4[CH:34]=[CH:35][CH:36]=[CH:37][C:31]=4[S:30](=[O:39])(=[O:38])[CH2:29][CH2:28]3)[CH:17]=2)C[CH2:12][O:11][CH2:10]1)C1C=CC=CC=1.[NH2:47]CC1(N(CC2C=CC=CC=2)CC2C=CC=CC=2)COC1>>[NH2:8][C:9]1([CH2:14][NH:15][C:16]2[C:25]3[C:20](=[CH:21][CH:22]=[N:47][CH:24]=3)[N:19]=[C:18]([N:27]3[CH2:33][C:32]4[CH:34]=[CH:35][CH:36]=[CH:37][C:31]=4[S:30](=[O:39])(=[O:38])[CH2:29][CH2:28]3)[CH:17]=2)[CH2:10][O:11][CH2:12]1. Procedure details: The title compound was prepared in analogy to Example 2-1 in Scheme 4 by using 4-(4-chloro-1,6-naphthyridin-2-yl)-2,3,4,5-tetrahydro-1,4-benzothiazepine 1,1-dioxide (prepared in analogy to 4-(4-chloro-6-methylquinolin-2-yl)-2,3,4,5-tetrahydro-1,4-benzothiazepine 1,1-dioxide in Example 2-1 by using 2,3,4,5-tetrahydro-1,4-benzothiazepine and 2,4-dichloro-1,6-naphthyridine) and 3-(aminomethyl)-N,N-dibenzyloxetan-3-amine. MS obsd. (ESI+) [(M+H)+] 426, 1H NMR (400 MHz, CD3OD) δ ppm 9.15 (s, 1 H), 8.2...